Dataset: the Open Reaction Database (ORD), a public repository of structured organic reaction records. Task: describe an organic reaction: reactants, conditions, products, and yield Reactants: BrC=1C=C(C=C(C1)C)C (5-bromo-m-xylene), C(CCC)[Li] (n-butyl lithium), O (water), O1CCC(CC1)=O (tetrahydropyran-4-one). Run in C1CCOC1 (THF). Conditions: time 1 hour. Product: OC1(CCOCC1)C1=CC(=CC(=C1)C)C (4-hydroxy-4-(3,5-dimethylphenyl)tetrahydropyran). The yield is 63.1%. Reaction SMILES: Br[C:2]1[CH:3]=[C:4]([CH3:9])[CH:5]=[C:6]([CH3:8])[CH:7]=1.C([Li])CCC.[O:15]1[CH2:20][CH2:19][C:18](=[O:21])[CH2:17][CH2:16]1.O>C1COCC1>[OH:21][C:18]1([C:2]2[CH:3]=[C:4]([CH3:9])[CH:5]=[C:6]([CH3:8])[CH:7]=2)[CH2:19][CH2:20][O:15][CH2:16][CH2:17]1. Procedure: To a solution of 5-bromo-m-xylene (5.55 g) in THF (60 ml) was added n-butyl lithium (17.8 ml) at −78° C. under an atmosphere of argon. The mixture was stirred for 1 hour. To the reaction solution was added tetrahydropyran-4-one (2.0 g) and the mixture was stirred for additional 3 hours. To the reaction solution was added water and the mixture was extracted with ethyl acetate. The organic layer was washed with water and a saturated aqueous solution of sodium chloride, dried over anhydrous sodium ...